This data is from the Open Reaction Database (ORD), a public repository of structured organic reaction records. The task is: describe an organic reaction: reactants, conditions, products, and yield RXN SMILES: [Cl:1][C:2]1[CH:10]=[CH:9][CH:8]=[C:7]([CH3:11])[C:3]=1[C:4]([OH:6])=[O:5].[CH3:12]O>S(=O)(=O)(O)O>[Cl:1][C:2]1[CH:10]=[CH:9][CH:8]=[C:7]([CH3:11])[C:3]=1[C:4]([O:6][CH3:12])=[O:5]. Product: ClC1=C(C(=O)OC)C(=CC=C1)C (methyl 2-chloro-6-methylbenzoate). Procedure: A mixture of 2-chloro-6-methylbenzoic acid (4.0 g, 23.4 mmol) in methanol (50 mL) and a few drops of concentrated sulfuric acid were stirred at reflux for 5 hours. After cooling to room temperature, methanol was evaporated, and the residue was dissolved in ethyl acetate (50 mL). The solution was extracted with saturated NaHCO3 (3×50 mL). The organic layer was dried over MgSO4, filtered, evaporated, and dried in vacuo, affording methyl 2-chloro-6-methylbenzoate (3.07 g, 71% yield). The product wa... Starting materials: ClC1=C(C(=O)O)C(=CC=C1)C (2-chloro-6-methylbenzoic acid), CO (methanol). Yield: 71.0%. The reagents and catalysts are S(O)(O)(=O)=O (sulfuric acid). The reactants are ClC=1NC=2N(C(C1)=O)N=C(C2CC2=C(C(=CC=C2)C(F)(F)F)C)C (5-chloro-2-methyl-3-{[2-methyl-3-(trifluoromethyl)phenyl]methyl}pyrazolo[1,5-a]pyrimidin-7(4H)-one), N1CCOCC1 (morpholine). Run in C(C)(=O)OCC (ethyl acetate), Cl (HCl), C(C)O (ethanol). Yields the product CC1=NN2C(N=C(C=C2O)N2CCOCC2)=C1CC1=C(C(=CC=C1)C(F)(F)F)C (2-methyl-3-(2-methyl-3-(trifluoromethyl)benzyl)-5-morpholinopyrazolo[1,5-a]pyrimidin-7-ol). Reaction SMILES: Cl[C:2]1[NH:3][C:4]2[N:5]([N:9]=[C:10]([CH3:24])[C:11]=2[CH2:12][C:13]2[CH:18]=[CH:17][CH:16]=[C:15]([C:19]([F:22])([F:21])[F:20])[C:14]=2[CH3:23])[C:6](=[O:8])[CH:7]=1.[NH:25]1[CH2:30][CH2:29][O:28][CH2:27][CH2:26]1>C(O)C.C(OCC)(=O)C.Cl>[CH3:24][C:10]1[C:11]([CH2:12][C:13]2[CH:18]=[CH:17][CH:16]=[C:15]([C:19]([F:22])([F:21])[F:20])[C:14]=2[CH3:23])=[C:4]2[N:3]=[C:2]([N:25]3[CH2:30][CH2:29][O:28][CH2:27][CH2:26]3)[CH:7]=[C:6]([OH:8])[N:5]2[N:9]=1. Reported procedure: To a solution of 5-chloro-2-methyl-3-{[2-methyl-3-(trifluoromethyl)phenyl]methyl}pyrazolo[1,5-a]pyrimidin-7(4H)-one (55 mg, 0.155 mmol) in ethanol (1.5 mL) was added morpholine (40.4 mg, 0.464 mmol) in a microwave reaction vessel. It was sealed and irradiated (microwave) at 145° C. for 3 hour. The reaction mixture was then diluted with ethyl acetate (15 mL) and 5% HCl solution (3 mL). Two layers were separated. Organic layer was dried, concentrated and purified with silica gel column (methanol/D... Reactants: CC(C)(C)c1ccc(COc2cccc(C(=O)O)c2)cc1, Nc1ccccc1S(N)(=O)=O, O=S(Cl)Cl, c1ccccc1. Product: CC(C)(C)c1ccc(COc2cccc(C(=O)Nc3ccccc3S(N)(=O)=O)c2)cc1. As a reaction SMILES: [C:1]([CH3:2])([CH3:3])([CH3:4])[c:5]1[cH:6][cH:7][c:8]([CH2:9][O:10][c:11]2[cH:12][c:13]([C:14](=[O:15])[OH:16])[cH:17][cH:18][cH:19]2)[cH:20][cH:21]1.[NH2:26][c:27]1[c:28]([S:33](=[O:34])(=[O:35])[NH2:36])[cH:29][cH:30][cH:31][cH:32]1.[S:22]([Cl:23])([Cl:24])=[O:25].[cH:37]1[cH:38][cH:39][cH:40][cH:41][cH:42]1>>[C:1]([CH3:2])([CH3:3])([CH3:4])[c:5]1[cH:6][cH:7][c:8]([CH2:9][O:10][c:11]2[cH:12][c:13]([C:14](=[O:15])[NH:26][c:27]3[c:28]([S:33](=[O:34])(=[O:35])[NH2:36])[cH:29][cH:30][cH:31][cH:32]3)[cH:17][cH:18][cH:19]2)[cH:20][cH:21]1. Reactants: C(=O)(O)[O-].[Na+] (NaHCO3), N12C[C@H](C(CC1)CC2)O ((S)-(+)-3-quinuclidinol), COC(=O)C1(CCCCCC1)C1=CC=CC=C1 (1-phenyl-cycloheptanecarboxylic acid methyl ester), [H-].[Na+] (sodium hydride). Run in CCOC(=O)C (EtOAc), C1(=CC=CC=C1)C (toluene). The product is N12C[C@H](C(CC1)CC2)OC(=O)C2(CCCCCC2)C2=CC=CC=C2 (1-Phenyl-cycloheptanecarboxylic acid (S)-(1-aza-bicyclo[2.2.2]oct-3-yl)ester). The yield is 59.9%. RXN SMILES: [N:1]12[CH2:8][CH2:7][CH:4]([CH2:5][CH2:6]1)[C@H:3]([OH:9])[CH2:2]2.C[O:11][C:12]([C:14]1([C:21]2[CH:26]=[CH:25][CH:24]=[CH:23][CH:22]=2)[CH2:20][CH2:19][CH2:18][CH2:17][CH2:16][CH2:15]1)=O.[H-].[Na+].C([O-])(O)=O.[Na+]>C1(C)C=CC=CC=1.CCOC(C)=O>[N:1]12[CH2:8][CH2:7][CH:4]([CH2:5][CH2:6]1)[C@H:3]([O:9][C:12]([C:14]1([C:21]3[CH:26]=[CH:25][CH:24]=[CH:23][CH:22]=3)[CH2:15][CH2:16][CH2:17][CH2:18][CH2:19][CH2:20]1)=[O:11])[CH2:2]2 |f:2.3,4.5|. Procedure details: A solution of (S)-(+)-3-quinuclidinol (299 mg) and 1-phenyl-cycloheptanecarboxylic acid methyl ester (Example 14d) (455 mg) in 6.5 mL dry toluene under nitrogen was treated with a 60% dispersion of sodium hydride (94 mg) and the mixture was heated to reflux for 24 h then cooled to room temperature and allowed to stand over the weekend. EtOAc and sat. NaHCO3 (aq) were added and the phases separated. The aqueous phase was extracted with EtOAc (×3) and the combined organic layer was washed with bri... Starting materials: [N+](=O)([O-])C1=CC=C(C=C1)Cl (p-nitrochlorobenzene), OC1=CC=C(C=C1)OC (p-hydroxyanisole), [OH-].[K+] (potassium hydroxide). Solvent: O (water). Yields the product COC1=CC=C(C=C1)OC2=CC=C(C=C2)[N+](=O)[O-] (4-methoxy-4'-nitrodiphenyl ether). Isolated yield 67.8%. Reaction SMILES: [N+:1]([C:4]1[CH:9]=[CH:8][C:7](Cl)=[CH:6][CH:5]=1)([O-:3])=[O:2].[OH:11][C:12]1[CH:17]=[CH:16][C:15]([O:18][CH3:19])=[CH:14][CH:13]=1.[OH-].[K+]>O>[CH3:19][O:18][C:15]1[CH:16]=[CH:17][C:12]([O:11][C:7]2[CH:8]=[CH:9][C:4]([N+:1]([O-:3])=[O:2])=[CH:5][CH:6]=2)=[CH:13][CH:14]=1 |f:2.3|. Reported procedure: A mixture of 0.5 mole each of p-nitrochlorobenzene (79.0 g), p-hydroxyanisole (62.0 g), and potassium hydroxide (33.0 g, 86% pure), in 100 ml water was heated at 140° C. for about 3.5 hours. The resulting solid, collected by filtration, had a melting point of 100°-107° C. Reactants were further removed from the crude product by steam distillation, and the remaining solid was washed with copious amounts of water to afford a brown, granular mass of 4-methoxy-4'-nitrodiphenyl ether (83 g, 68% yield... Starting materials: N#Cc1cccc(NC(=O)N(CCC(c2ccccc2)c2ccccc2)CCN2CCOCC2)c1, CCOP([O-])(=S)SCC, C1CCOC1, O. Yields the product NC(=S)c1cccc(NC(=O)N(CCC(c2ccccc2)c2ccccc2)CCN2CCOCC2)c1. RXN SMILES: [C:1](#[N:2])[c:3]1[cH:4][c:5]([NH:9][C:10]([N:11]([CH2:12][CH2:13][N:14]2[CH2:15][CH2:16][O:17][CH2:18][CH2:19]2)[CH2:20][CH2:21][CH:22]([c:23]2[cH:24][cH:25][cH:26][cH:27][cH:28]2)[c:29]2[cH:30][cH:31][cH:32][cH:33][cH:34]2)=[O:35])[cH:6][cH:7][cH:8]1.[CH2:36]([S:38][P:37]([O-:39])([O:40][CH2:41][CH3:42])=[S:43])[CH3:44].[CH2:46]1[O:47][CH2:48][CH2:49][CH2:50]1.[OH2:45]>>[C:1]([NH2:2])([c:3]1[cH:4][c:5]([NH:9][C:10]([N:11]([CH2:12][CH2:13][N:14]2[CH2:15][CH2:16][O:17][CH2:18][CH2:19]2)[CH2:20][CH2:21][CH:22]([c:23]2[cH:24][cH:25][cH:26][cH:27][cH:28]2)[c:29]2[cH:30][cH:31][cH:32][cH:33][cH:34]2)=[O:35])[cH:6][cH:7][cH:8]1)=[S:38].